From a dataset of the Open Reaction Database (ORD), a public repository of structured organic reaction records. describe an organic reaction: reactants, conditions, products, and yield Reactants: C(C)(C)(C)C1=C(C(=CC(=C1)C)N1N=C2C(=N1)C=CC(=C2)Cl)O (2-tert-Butyl-6-(5-chloro-2H-benzotriazol-2-yl)-4-methyl-phenol), C1(=CC=CC=C1)C (toluene). Conditions: time 30 minute. Yields the product ClC1=CC=2C(=NN(N2)C2=C(C=CC(=C2)C)O)C=C1 (2-(5-Chloro-2H-benzotriazol-2-yl)-4-methyl-phenol). The yield is 85.1%. As a reaction SMILES: C([C:5]1[CH:10]=[C:9]([CH3:11])[CH:8]=[C:7]([N:12]2[N:16]=[C:15]3[CH:17]=[CH:18][C:19]([Cl:21])=[CH:20][C:14]3=[N:13]2)[C:6]=1[OH:22])(C)(C)C.C1(C)C=CC=CC=1>>[Cl:21][C:19]1[CH:18]=[CH:17][C:15]2=[N:16][N:12]([C:7]3[CH:8]=[C:9]([CH3:11])[CH:10]=[CH:5][C:6]=3[OH:22])[N:13]=[C:14]2[CH:20]=1. Procedure: To a solution of 2-tert-Butyl-6-(5-chloro-2H-benzotriazol-2-yl)-4-methyl-phenol (50.0 g, 158 mmol) in toluene (700 ml) aluminium trichloride (42.2 g, 317 mmol) is added at 80° C. and the reaction mixture is stirred for 30 minutes, cooled to room temperature and slowly poured on crushed ice. The aqueous phase is extracted with ethyl acetate. The organic layer is washed with water, dried over sodium sulphate, filtered and evaporated to dryness. The crude product is purified by column chromatograph... Reactants: C(C)(=O)OCC (ethyl acetate), ClC1=CC2=C(N(C(C(N=C2C=2C=CC(=NC2)NC(C)=O)CC2=C(C=CC=C2)Cl)=O)CC2=CC=C(C=C2)OC)C=C1 (N-(5-(7-Chloro-3-(2-chlorobenzyl)-1-(4-methoxybenzyl)-2-oxo-2,3-dihydro-1H-benzo[e][1,4]diazepin-5-yl)pyridin-2-yl)acetamide), C(C)(=O)OCC (ethyl acetate), [Al+3].[Cl-].[Cl-].[Cl-] (AlCl3). Run in hexanes, C1(=CC=CC=C1)OC (anisole). Run at temperature 85 celsius, time 30 minute. The product is ClC1=CC2=C(NC(C(N=C2C=2C=CC(=NC2)NC(C)=O)CC2=C(C=CC=C2)Cl)=O)C=C1 (N-(5-(7-Chloro-3-(2-chlorobenzyl)-2-oxo-2,3-dihydro-1H-benzo[e][1,4]diazepin-5-yl)pyridin-2-yl)acetamide). The yield is 72.3%. RXN SMILES: [Cl:1][C:2]1[CH:40]=[CH:39][C:5]2[N:6](CC3C=CC(OC)=CC=3)[C:7](=[O:29])[CH:8]([CH2:21][C:22]3[CH:27]=[CH:26][CH:25]=[CH:24][C:23]=3[Cl:28])[N:9]=[C:10]([C:11]3[CH:12]=[CH:13][C:14]([NH:17][C:18](=[O:20])[CH3:19])=[N:15][CH:16]=3)[C:4]=2[CH:3]=1.[Al+3].[Cl-].[Cl-].[Cl-].C(OCC)(=O)C>C1(OC)C=CC=CC=1>[Cl:1][C:2]1[CH:40]=[CH:39][C:5]2[NH:6][C:7](=[O:29])[CH:8]([CH2:21][C:22]3[CH:27]=[CH:26][CH:25]=[CH:24][C:23]=3[Cl:28])[N:9]=[C:10]([C:11]3[CH:12]=[CH:13][C:14]([NH:17][C:18](=[O:20])[CH3:19])=[N:15][CH:16]=3)[C:4]=2[CH:3]=1 |f:1.2.3.4|. Reported procedure: N-(5-(7-Chloro-3-(2-chlorobenzyl)-1-(4-methoxybenzyl)-2-oxo-2,3-dihydro-1H-benzo[e][1,4]diazepin-5-yl)pyridin-2-yl)acetamide (210 mg, 0.366 mmol) was dissolved in anisole (1 mL) under nitrogen and AlCl3 (195 mg, 1.465 mmol) was added in one portion. The resulting orange solution was heated to 85° C. for 2 h then allowed to cool. Ice and ethyl acetate were added and the mixture was stirred for 30 min then partitioned and the organic layer was washed with water then brine and dried (MgSO4). Chroma... Starting materials: C(C)(C)(C)OC(=O)N1CCC(CC1)CO (1-tert-butoxycarbonyl-piperidin-4-methanol), N1N=NN=C1 (1H-tetrazole). The product is C(C)(C)(C)OC(=O)N1CCC(CC1)CN1N=CN=N1 (1-tert-butoxycarbonyl-4-(2H-tetrazol-2-ylmethyl)piperidine), C(C)(C)(C)OC(=O)N1CCC(CC1)CN1N=NN=C1 (1-tert-butoxycarbonyl-4-(1H-tetrazol-1-ylmethyl)piperidine). Reaction SMILES: [C:1]([O:5][C:6]([N:8]1[CH2:13][CH2:12][CH:11]([CH2:14]O)[CH2:10][CH2:9]1)=[O:7])([CH3:4])([CH3:3])[CH3:2].[NH:16]1[CH:20]=[N:19][N:18]=[N:17]1>>[C:1]([O:5][C:6]([N:8]1[CH2:13][CH2:12][CH:11]([CH2:14][N:17]2[N:18]=[N:19][CH:20]=[N:16]2)[CH2:10][CH2:9]1)=[O:7])([CH3:4])([CH3:3])[CH3:2].[C:1]([O:5][C:6]([N:8]1[CH2:13][CH2:12][CH:11]([CH2:14][N:16]2[CH:20]=[N:19][N:18]=[N:17]2)[CH2:10][CH2:9]1)=[O:7])([CH3:4])([CH3:3])[CH3:2]. Reported procedure: By a similar manner to Reference Example 29, 1-tert-butoxycarbonyl-piperidin-4-methanol (2.15 g, 10.0 mmol) was reacted with 1H-tetrazole (2.10 g, 30 mmol) to give 1-tert-butoxycarbonyl-4-(2H-tetrazol-2-ylmethyl)piperidine as pale yellow oily substance (1.35 g, 50%) and 1-tert-butoxycarbonyl-4-(1H-tetrazol-1-ylmethyl)piperidine as pale yellow solid substance (1.23 g, 46%). RXN SMILES: [S:1](Cl)([OH:4])(=O)=[O:2].[F:6][C:7]([F:18])([F:17])[O:8][C:9]1[CH:14]=[C:13]([Cl:15])[C:12]([Cl:16])=[CH:11][CH:10]=1.[NH3:19]>>[F:18][C:7]([F:6])([F:17])[O:8][C:9]1[CH:14]=[C:13]([Cl:15])[C:12]([Cl:16])=[CH:11][C:10]=1[S:1]([NH2:19])(=[O:4])=[O:2] |f:0.1|. Conditions: time 1 hour. The product is FC(OC1=C(C=C(C(=C1)Cl)Cl)S(=O)(=O)N)(F)F (2-trifluoromethoxy4,5-dichlorobenzenesulphonamide). Reported procedure: At 20° C., 57 g (0.173 mol) of 2-trifluoromethoxy4,5-dichloro-benzene sulphochloride are metered to 200 ml of a 25% strength ammonia solution. After stirring of the mixture has continued for 1 hour, the solid is filtered off with suction and subsequently washed with water and dried. Yield 44 g (=83% of theory); melting point 181 to 185° C. Starting materials: S(=O)(=O)(O)Cl.FC(OC1=CC=C(C(=C1)Cl)Cl)(F)F (2-trifluoromethoxy4,5-dichloro-benzene sulphochloride), N (ammonia). The reactants are BrC=1N=CN(C1)C1=NC(=CC(=N1)C)C1=CC=C(C=C1)C(F)(F)F (2-(4-bromo-imidazol-1-yl)-4-methyl-6-(4-trifluoromethyl-phenyl)-pyrimidine), CC1(OB(OC1(C)C)C=1C=NC=CC1)C (3-(4,4,5,5-tetramethyl-1,3,2-dioxaborolan-2-yl)pyridine). Product: CC1=NC(=NC(=C1)C1=CC=C(C=C1)C(F)(F)F)N1C=NC(=C1)C=1C=NC=CC1 (4-Methyl-2-(4-pyridin-3-yl-imidazol-1-yl)-6-(4-trifluoromethyl-phenyl)-pyrimidine), solid. The yield is 4.0%. RXN SMILES: Br[C:2]1[N:3]=[CH:4][N:5]([C:7]2[N:12]=[C:11]([CH3:13])[CH:10]=[C:9]([C:14]3[CH:19]=[CH:18][C:17]([C:20]([F:23])([F:22])[F:21])=[CH:16][CH:15]=3)[N:8]=2)[CH:6]=1.CC1(C)C(C)(C)OB([C:32]2[CH:33]=[N:34][CH:35]=[CH:36][CH:37]=2)O1>>[CH3:13][C:11]1[CH:10]=[C:9]([C:14]2[CH:19]=[CH:18][C:17]([C:20]([F:23])([F:22])[F:21])=[CH:16][CH:15]=2)[N:8]=[C:7]([N:5]2[CH:6]=[C:2]([C:32]3[CH:33]=[N:34][CH:35]=[CH:36][CH:37]=3)[N:3]=[CH:4]2)[N:12]=1. Reported procedure: The title compound was prepared from 2-(4-bromo-imidazol-1-yl)-4-methyl-6-(4-trifluoromethyl-phenyl)-pyrimidine (example E.13) (0.31 g, 0.8 mmol) and commercially available 3-(4,4,5,5-tetramethyl-1,3,2-dioxaborolan-2-yl)pyridine (0.16 g, 0.8 mmol) according to the general procedure VI. Obtained as an off-white solid (0.012 g, 4%). MS (ISP) 382.3 [(M+H)+]; mp 208-210° C. Starting materials: FC1=CC=C(C=C1)C(C(C)(N1CCN(CC1)C)C)=O (1-(4-fluorophenyl)-2-methyl-2-(4-methylpiperazino)-propan-1-one), CN1CCNCC1 (1-methylpiperazine), C([O-])([O-])=O.[K+].[K+] (potassium carbonate). Solvent: CS(=O)C (dimethyl sulfoxide). Reaction conditions: temperature 115 celsius, time 15 hour. Yields the product CC(C(=O)C1=CC=C(C=C1)N1CCN(CC1)C)(C)N1CCN(CC1)C (2-Methyl-1-[4-(4-methylpiperazino)phenyl]-2-(4-methylpiperazino)-propan-1-one). Reaction SMILES: F[C:2]1[CH:7]=[CH:6][C:5]([C:8](=[O:19])[C:9]([CH3:18])([N:11]2[CH2:16][CH2:15][N:14]([CH3:17])[CH2:13][CH2:12]2)[CH3:10])=[CH:4][CH:3]=1.[CH3:20][N:21]1[CH2:26][CH2:25][NH:24][CH2:23][CH2:22]1.C(=O)([O-])[O-].[K+].[K+]>CS(C)=O>[CH3:10][C:9]([N:11]1[CH2:16][CH2:15][N:14]([CH3:17])[CH2:13][CH2:12]1)([CH3:18])[C:8]([C:5]1[CH:6]=[CH:7][C:2]([N:24]2[CH2:25][CH2:26][N:21]([CH3:20])[CH2:22][CH2:23]2)=[CH:3][CH:4]=1)=[O:19] |f:2.3.4|. Procedure: 13.2 g (0.05 mol) of 1-(4-fluorophenyl)-2-methyl-2-(4-methylpiperazino)-propan-1-one and 6.5 g (0.065 mol) of 1-methylpiperazine are dissolved in 20 ml of dimethyl sulfoxide, and the solution is heated to about 115° C. together with 6.9 g (0.05 mol) of potassium carbonate. After 15 hours of stirring at about 115° C. the suspension is cooled down and is poured at about 60° C. onto ice. The crystals are filtered off and are recrystallised twice from ethyl acetate. Melting point 133°-136° C. Starting materials: OCCO, CCOC(=O)C(=NO)C(=O)CCl, Cc1ccc(S(=O)(=O)O)cc1, c1ccccc1. Product: CCOC(=O)C(=NO)C1(CCl)OCCO1. As a reaction SMILES: [OH:13][CH2:14][CH2:15][OH:16].[OH:1][N:2]=[C:3]([C:4](=[O:5])[O:6][CH2:7][CH3:8])[C:9]([CH2:10][Cl:11])=[O:12].[c:17]1([CH3:18])[cH:19][cH:20][c:21]([S:22]([OH:23])(=[O:24])=[O:25])[cH:26][cH:27]1.[cH:28]1[cH:29][cH:30][cH:31][cH:32][cH:33]1>>[OH:1][N:2]=[C:3]([C:4](=[O:5])[O:6][CH2:7][CH3:8])[C:9]1([CH2:10][Cl:11])[O:12][CH2:15][CH2:14][O:13]1.